Dataset: the Open Reaction Database (ORD), a public repository of structured organic reaction records. Task: describe an organic reaction: reactants, conditions, products, and yield Reactants: C12CN(CC(CNC1)O2)C(=O)OC(C)(C)C (tert-Butyl 9-oxa-3,7-diazabicyclo[3.3.1]nonane-3-carboxylate), ClCCCCC1=CC=NC=C1 (4-(4-chlorobutyl)pyridine), C(=O)([O-])[O-].[K+].[K+] (K2CO3). Yields the product N1=CC=C(C=C1)CCCCN1CC2CN(CC(C1)O2)C(=O)OC(C)(C)C (tert-Butyl 7-[4-(4-pyridinyl)butyl]-9-oxa-3,7-diazabicyclo[3.3.1]-nonane-3-carboxylate). Isolated yield 45.5%. Reaction SMILES: [CH:1]12[O:9][CH:5]([CH2:6][NH:7][CH2:8]1)[CH2:4][N:3]([C:10]([O:12][C:13]([CH3:16])([CH3:15])[CH3:14])=[O:11])[CH2:2]2.Cl[CH2:18][CH2:19][CH2:20][CH2:21][C:22]1[CH:27]=[CH:26][N:25]=[CH:24][CH:23]=1.C([O-])([O-])=O.[K+].[K+]>>[N:25]1[CH:26]=[CH:27][C:22]([CH2:21][CH2:20][CH2:19][CH2:18][N:7]2[CH2:6][CH:5]3[O:9][CH:1]([CH2:2][N:3]([C:10]([O:12][C:13]([CH3:16])([CH3:15])[CH3:14])=[O:11])[CH2:4]3)[CH2:8]2)=[CH:23][CH:24]=1 |f:2.3.4|. Procedure details: tert-Butyl 9-oxa-3,7-diazabicyclo[3.3.1]nonane-3-carboxylate (1.35 g, 5.9 mmol, see Preparation A and Preparation C(iii) above) was mixed with 4-(4-chlorobutyl)pyridine (1.35 g, 7.37 mmol, see Example 10(i) above), Br, (0.094 g, 0.59 mmol ) and K2CO3 (3.26 g, 23.6 mmol). The mixture was refluxed under argon for 3 days. The reaction mixture was filtered, evaporated and purified by chromatography (DCM, 2-5% MeOH) giving 0.97 g (44%) of the sub-title compound. Starting materials: N(O)=C1SC(C(=N1)C)(CCC)C (2-oxo-4,5-dimethyl-5-propyl-3-thiazoline-oxime), CN=C=O (methyl isocyanate). The product is CNC(=O)ON=C1SC(C(=N1)C)(CCC)C (2-oxo-4,5-dimethyl-5-propyl-3-thiazoline-O-(methylcarbamoyl)-oxime). As a reaction SMILES: [N:1](=[C:3]1[N:7]=[C:6]([CH3:8])[C:5]([CH3:12])([CH2:9][CH2:10][CH3:11])[S:4]1)[OH:2].[CH3:13][N:14]=[C:15]=[O:16]>>[CH3:13][NH:14][C:15]([O:2][N:1]=[C:3]1[N:7]=[C:6]([CH3:8])[C:5]([CH3:12])([CH2:9][CH2:10][CH3:11])[S:4]1)=[O:16]. Procedure: 2-oxo-4,5-dimethyl-5-propyl-3-thiazoline-oxime was reacted with methyl isocyanate as described in Example 4 to yield 2-oxo-4,5-dimethyl-5-propyl-3-thiazoline-O-(methylcarbamoyl)-oxime, m.p. 66°-69° C. The 2-oxo-4,5-dimethyl-5-propyl-3-thiazoline-oxime starting material melts at 94°-96° C. Reactants: COC(=O)C=1C=C2C(=NC1)NC(=C2)C(=CC2CCCC2)C=2C=NC(=CC2)S(=O)(=O)C (2-[2-cyclopentyl-1-(6-methanesulfonyl-pyridin-3-yl)-vinyl]-1H-pyrrolo[2,3-b]pyridin-5-carboxylic acid methyl ester). Reagents/catalysts: [Pd] (palladium on activated carbon). Solvent: CO (methanol). Reaction conditions: temperature 50 celsius. Yields the product COC(=O)C=1C=C2C(=NC1)NC(=C2)C(CC2CCCC2)C=2C=NC(=CC2)S(=O)(=O)C (2-[2-cyclopentyl-1-(6-methanesulfonyl-pyridin-3-yl)-ethyl]-1H-pyrrolo[2,3-b]pyridin-5-carboxylic acid methyl ester). The yield is 73.5%. Reaction SMILES: [CH3:1][O:2][C:3]([C:5]1[CH:6]=[C:7]2[CH:13]=[C:12]([C:14]([C:21]3[CH:22]=[N:23][C:24]([S:27]([CH3:30])(=[O:29])=[O:28])=[CH:25][CH:26]=3)=[CH:15][CH:16]3[CH2:20][CH2:19][CH2:18][CH2:17]3)[NH:11][C:8]2=[N:9][CH:10]=1)=[O:4]>[Pd].CO>[CH3:1][O:2][C:3]([C:5]1[CH:6]=[C:7]2[CH:13]=[C:12]([CH:14]([C:21]3[CH:22]=[N:23][C:24]([S:27]([CH3:30])(=[O:29])=[O:28])=[CH:25][CH:26]=3)[CH2:15][CH:16]3[CH2:20][CH2:19][CH2:18][CH2:17]3)[NH:11][C:8]2=[N:9][CH:10]=1)=[O:4]. Procedure: A mixture of 2-[2-cyclopentyl-1-(6-methanesulfonyl-pyridin-3-yl)-vinyl]-1H-pyrrolo[2,3-b]pyridin-5-carboxylic acid methyl ester (150 mg, 0.35 mmol) and 10% palladium on activated carbon (45 mg) in methanol (300 mL) was heated at 50° C. under hydrogen (50 bar) for 5 h. The mixture was cooled to room temperature. The catalyst was removed by filtration and washed with ethyl acetate. The filtrate was concentrated in vacuo to afford 2-[2-cyclopentyl-1-(6-methanesulfonyl-pyridin-3-yl)-ethyl]-1H-pyrrol... Starting materials: CCOC(=O)C(C)(C)Oc1ccc(OCCBr)cc1, COCCN, CCO. The product is CCOC(=O)C(C)(C)Oc1ccc(OCCNCCOC)cc1. As a reaction SMILES: [CH2:1]([CH3:2])[O:3][C:4]([C:5]([CH3:6])([CH3:7])[O:8][c:9]1[cH:10][cH:11][c:12]([O:15][CH2:16][CH2:17][Br:18])[cH:13][cH:14]1)=[O:19].[CH3:20][O:21][CH2:22][CH2:23][NH2:24].[CH3:25][CH2:26][OH:27]>>[CH2:1]([CH3:2])[O:3][C:4]([C:5]([CH3:6])([CH3:7])[O:8][c:9]1[cH:10][cH:11][c:12]([O:15][CH2:16][CH2:17][NH:24][CH2:23][CH2:22][O:21][CH3:20])[cH:13][cH:14]1)=[O:19].